Dataset: the Open Reaction Database (ORD), a public repository of structured organic reaction records. Task: describe an organic reaction: reactants, conditions, products, and yield Starting materials: CCOC(=O)c1ccc(COC(C)=O)nc1, CCO, CC[O-], CC(=O)O, ClC(Cl)Cl, [Na+], [Na], O. Product: CCOC(=O)c1ccc(CO)nc1. RXN SMILES: [C:1](=[O:2])([CH3:3])[O:4][CH2:5][c:6]1[n:7][cH:8][c:9]([C:10](=[O:11])[O:12][CH2:13][CH3:14])[cH:15][cH:16]1.[CH3:17][CH2:18][OH:19].[CH3:21][CH2:22][O-:23].[CH3:29][C:30](=[O:31])[OH:32].[CH:25]([Cl:26])([Cl:27])[Cl:28].[Na+:20].[Na:24].[OH2:33]>>[OH:4][CH2:5][c:6]1[n:7][cH:8][c:9]([C:10](=[O:11])[O:12][CH2:13][CH3:14])[cH:15][cH:16]1. Reactants: COCC(OC1=CC=CC=C1)COC ((2-Methoxy-1-methoxymethyl-ethoxy)-benzene), ClS(=O)(=O)O (Chlorosulfonic acid). Solvent: C(Cl)(Cl)Cl (chloroform). Run at temperature -30 celsius, time 30 minute. The product is COCC(OC1=CC=C(C=C1)S(=O)(=O)Cl)COC (4-(2-methoxy-1-methoxymethyl-ethoxy)-benzenesulfonyl chloride). RXN SMILES: [CH3:1][O:2][CH2:3][CH:4]([CH2:12][O:13][CH3:14])[O:5][C:6]1[CH:11]=[CH:10][CH:9]=[CH:8][CH:7]=1.[Cl:15][S:16](O)(=[O:18])=[O:17]>C(Cl)(Cl)Cl>[CH3:1][O:2][CH2:3][CH:4]([CH2:12][O:13][CH3:14])[O:5][C:6]1[CH:11]=[CH:10][C:9]([S:16]([Cl:15])(=[O:18])=[O:17])=[CH:8][CH:7]=1. Reported procedure: (2-Methoxy-1-methoxymethyl-ethoxy)-benzene (1.0 g) was dissolved in 10 mL of chloroform and the solution was cooled to −30° C. Chlorosulfonic acid (1 mL) was added dropwise while maintaining the temperature of the mixture below −20° C. Stirring was continued in succession for one hour at −20° C., for one hour at 5° C. and for 30 minutes at room temperature. The mixture was poured on ice, the organic layer washed with cold water, dried (sodium sulfate) and concentrated yielding 0.8 g of 4-(2-meth... The reactants are C(C)(C)(C)OC(=O)N[C@@H](CC1=CC=C(C=C1)OCC1=CC=CC=C1)C(=O)O (N-tert-butyloxycarbonyl-O-benzyl-L-tyrosine), N[C@H]1CC2CC[C@H]3[C@@H]4CC[C@H]([C@@H](CCCC(C)C)C)[C@]4(CC[C@@H]3[C@]2(CC1)C)C (3α-aminocholestane). The product is C(C)(C)(C)OC(=O)N[C@@H](CC1=CC=C(C=C1)OCC1=CC=CC=C1)C(=O)N[C@H]1CC2CC[C@H]3[C@@H]4CC[C@H]([C@@H](CCCC(C)C)C)[C@]4(CC[C@@H]3[C@]2(CC1)C)C (3α-N-(N-tert-butyloxycarbonyl-O-benzyl-L-tyrosyl)aminocholestane). The yield is 83.5%. RXN SMILES: [C:1]([O:5][C:6]([NH:8][C@H:9]([C:25](O)=[O:26])[CH2:10][C:11]1[CH:16]=[CH:15][C:14]([O:17][CH2:18][C:19]2[CH:24]=[CH:23][CH:22]=[CH:21][CH:20]=2)=[CH:13][CH:12]=1)=[O:7])([CH3:4])([CH3:3])[CH3:2].[NH2:28][C@@H:29]1[CH2:53][CH2:52][C@@:51]2([CH3:54])[CH:31]([CH2:32][CH2:33][C@@H:34]3[C@@H:50]2[CH2:49][CH2:48][C@@:47]2([CH3:55])[C@H:35]3[CH2:36][CH2:37][C@@H:38]2[C@H:39]([CH3:46])[CH2:40][CH2:41][CH2:42][CH:43]([CH3:45])[CH3:44])[CH2:30]1>>[C:1]([O:5][C:6]([NH:8][C@H:9]([C:25]([NH:28][C@@H:29]1[CH2:53][CH2:52][C@@:51]2([CH3:54])[CH:31]([CH2:32][CH2:33][C@@H:34]3[C@@H:50]2[CH2:49][CH2:48][C@@:47]2([CH3:55])[C@H:35]3[CH2:36][CH2:37][C@@H:38]2[C@H:39]([CH3:46])[CH2:40][CH2:41][CH2:42][CH:43]([CH3:45])[CH3:44])[CH2:30]1)=[O:26])[CH2:10][C:11]1[CH:12]=[CH:13][C:14]([O:17][CH2:18][C:19]2[CH:20]=[CH:21][CH:22]=[CH:23][CH:24]=2)=[CH:15][CH:16]=1)=[O:7])([CH3:3])([CH3:4])[CH3:2]. Reported procedure: By using N-tert-butyloxycarbonyl-O-benzyl-L-tyrosine (500 mg, 2.03 mmol) and 3α-aminocholestane (866 mg, 2.23 mmol), the title compound was obtained in the same manner as in Synthetic Example BB1 (1.13 g, yield; 83.5%). Starting materials: CCCCCCCNC(=O)N(C)c1cccc(-c2ccc(C=C(C)C(=O)OCC)cc2OCCCC)c1, CCO, [Na+], C1CCOC1, [OH-]. Product: CCCCCCCNC(=O)N(C)c1cccc(-c2ccc(C=C(C)C(=O)O)cc2OCCCC)c1. RXN SMILES: [CH2:3]([CH2:4][CH2:5][CH3:6])[O:7][c:8]1[c:9](-[c:22]2[cH:23][c:24]([N:28]([C:29](=[O:30])[NH:31][CH2:32][CH2:33][CH2:34][CH2:35][CH2:36][CH2:37][CH3:38])[CH3:39])[cH:25][cH:26][cH:27]2)[cH:10][cH:11][c:12]([CH:14]=[C:15]([C:16](=[O:17])[O:18][CH2:19][CH3:20])[CH3:21])[cH:13]1.[CH3:40][CH2:41][OH:42].[Na+:2].[O:43]1[CH2:44][CH2:45][CH2:46][CH2:47]1.[OH-:1]>>[CH2:3]([CH2:4][CH2:5][CH3:6])[O:7][c:8]1[c:9](-[c:22]2[cH:23][c:24]([N:28]([C:29](=[O:30])[NH:31][CH2:32][CH2:33][CH2:34][CH2:35][CH2:36][CH2:37][CH3:38])[CH3:39])[cH:25][cH:26][cH:27]2)[cH:10][cH:11][c:12]([CH:14]=[C:15]([C:16](=[O:17])[OH:18])[CH3:21])[cH:13]1.